Dataset: the Open Reaction Database (ORD), a public repository of structured organic reaction records. Task: describe an organic reaction: reactants, conditions, products, and yield The reactants are CC(C)(C)[Si](C)(C)Cl, C1CCOC1, NC(=O)C(N)CCCc1ccc(O)cc1, c1c[nH]cn1. The product is CC(C)(C)[Si](C)(C)Oc1ccc(CCCC(N)C(N)=O)cc1. RXN SMILES: [C:21]([CH3:22])([CH3:23])([CH3:24])[Si:25]([Cl:26])([CH3:27])[CH3:28].[CH2:29]1[O:30][CH2:31][CH2:32][CH2:33]1.[NH2:1][CH:2]([C:3](=[O:4])[NH2:5])[CH2:6][CH2:7][CH2:8][c:9]1[cH:10][cH:11][c:12]([OH:15])[cH:13][cH:14]1.[nH:16]1[cH:17][cH:18][n:19][cH:20]1>>[NH2:1][CH:2]([C:3](=[O:4])[NH2:5])[CH2:6][CH2:7][CH2:8][c:9]1[cH:10][cH:11][c:12]([O:15][Si:25]([C:21]([CH3:22])([CH3:23])[CH3:24])([CH3:27])[CH3:28])[cH:13][cH:14]1.